From a dataset of the Open Reaction Database (ORD), a public repository of structured organic reaction records. describe an organic reaction: reactants, conditions, products, and yield The reactants are CCOC(C)=O, Cl, C1COCCO1, CCOC(=O)CSc1cc(NS(=O)(=O)c2cccs2)c2ccccc2c1O. Product: O=C(O)CSc1cc(NS(=O)(=O)c2cccs2)c2ccccc2c1O. As a reaction SMILES: [CH3:35][CH2:36][O:37][C:38](=[O:39])[CH3:40].[ClH:28].[O:29]1[CH2:30][CH2:31][O:32][CH2:33][CH2:34]1.[OH:1][c:2]1[c:3]([S:21][CH2:22][C:23](=[O:24])[O:25][CH2:26][CH3:27])[cH:4][c:5]([NH:12][S:13](=[O:14])(=[O:15])[c:16]2[s:17][cH:18][cH:19][cH:20]2)[c:6]2[cH:7][cH:8][cH:9][cH:10][c:11]12>>[OH:1][c:2]1[c:3]([S:21][CH2:22][C:23](=[O:24])[OH:25])[cH:4][c:5]([NH:12][S:13](=[O:14])(=[O:15])[c:16]2[s:17][cH:18][cH:19][cH:20]2)[c:6]2[cH:7][cH:8][cH:9][cH:10][c:11]12. Starting materials: CCCN=C=O, FC(F)(F)c1cccc(OC2CNC2)c1, c1ccccc1. Yields the product CCCNC(=O)N1CC(Oc2cccc(C(F)(F)F)c2)C1. As a reaction SMILES: [CH2:16]([CH2:17][CH3:18])[N:19]=[C:20]=[O:21].[F:1][C:2]([c:3]1[cH:4][c:5]([O:6][CH:7]2[CH2:8][NH:9][CH2:10]2)[cH:11][cH:12][cH:13]1)([F:14])[F:15].[cH:22]1[cH:23][cH:24][cH:25][cH:26][cH:27]1>>[F:1][C:2]([c:3]1[cH:4][c:5]([O:6][CH:7]2[CH2:8][N:9]([C:20]([NH:19][CH2:16][CH2:17][CH3:18])=[O:21])[CH2:10]2)[cH:11][cH:12][cH:13]1)([F:14])[F:15]. Reactants: ClC1=C(C(=O)O)C(=C(C(=C1)Cl)O)[N+](=O)[O-] (2,4-dichloro-5-hydroxy-6-nitrobenzoic acid), S(=O)(Cl)Cl (thionyl chloride), [NH4+].[OH-] (NH4OH). The solvent is C1(=CC=CC=C1)C (toluene). Run at time 2 hour. Yields the product ClC1=C(C(=C(C(=O)N)C(=C1)Cl)[N+](=O)[O-])O (4,6-dichloro-3-hydroxy-2-nitrobenzamide). RXN SMILES: [Cl:1][C:2]1[CH:10]=[C:9]([Cl:11])[C:8]([OH:12])=[C:7]([N+:13]([O-:15])=[O:14])[C:3]=1[C:4](O)=[O:5].S(Cl)(Cl)=O.[NH4+:20].[OH-]>C1(C)C=CC=CC=1>[Cl:11][C:9]1[CH:10]=[C:2]([Cl:1])[C:3]([C:4]([NH2:20])=[O:5])=[C:7]([N+:13]([O-:15])=[O:14])[C:8]=1[OH:12] |f:2.3|. Reported procedure: A solution of 2,4-dichloro-5-hydroxy-6-nitrobenzoic acid (Step A) (4.40 g, 17.6 mmol) and thionyl chloride (2 mL, 27 mmol) in toluene (60 mL) was heated under reflux for 1 h and allowed to cool to room temperature. The solution was added to conc NH4OH (40 mL) at 0° C. The cooling bath was removed and the mixture stirred at room temperature for 2 h and then concentrated to give crude 4,6-dichloro-3-hydroxy-2-nitrobenzamide as a brown solid.—1H NMR (CD3OD): δ 7.33 (s, 1H); mass spectrum: m/z 249, ... Reactants: C(=O)([O-])[O-].[K+].[K+] (K2CO3), OC1=CC=C(C=C1)N1CCNCC1 (1-(4-hydroxyphenyl)piperazine), ClCC=1OC2=C(N1)C=CC=C2 (2-chloromethylbenzoxazole), C(=O)([O-])[O-].[K+].[K+] (K2CO3). Run in CN(C)C=O (DMF). Conditions: temperature 80 celsius, time 10 minute. The product is OC1=CC=C(C=C1)N1CCN(CC1)CC=1OC2=C(N1)C=CC=C2 (1-(4-hydroxyphenyl)-4-(benzoxazol-2-ylmethyl)piperazine). The yield is 71.7%. Reaction SMILES: [OH:1][C:2]1[CH:7]=[CH:6][C:5]([N:8]2[CH2:13][CH2:12][NH:11][CH2:10][CH2:9]2)=[CH:4][CH:3]=1.Cl[CH2:15][C:16]1[O:17][C:18]2[CH:24]=[CH:23][CH:22]=[CH:21][C:19]=2[N:20]=1.C([O-])([O-])=O.[K+].[K+]>CN(C=O)C>[OH:1][C:2]1[CH:3]=[CH:4][C:5]([N:8]2[CH2:13][CH2:12][N:11]([CH2:15][C:16]3[O:17][C:18]4[CH:24]=[CH:23][CH:22]=[CH:21][C:19]=4[N:20]=3)[CH2:10][CH2:9]2)=[CH:6][CH:7]=1 |f:2.3.4|. Procedure details: A mixture of 6.06 g (34 mmol) of 1-(4-hydroxyphenyl)piperazine and 5.36 g (32 mmol) of 2-chloromethylbenzoxazole in 100 ml of absolute DMF was warmed to 80° C., and 737 mg of powdered K2CO3 were added with stirring (under a nitrogen atmosphere) in each case after 10 minutes, after a further 25 minutes and after a further 60 minutes (total addition of 2.21 g (16 mmol) of K2CO3). The mixture was stirred for a further 3 hours at 80° C., the DMF was substantially removed by distillation in vacuo, an... The reactants are C(C)[Si]1(CCC(CC1)C1CCC(CC1)=O)C1=CC=CC=C1 (4-(4-ethyl-4-phenyl-4-silacyclohexyl)cyclohexanone), FC=1C=C(C=CC1F)[Mg]Br (3,4-difluorophenylmagnesium bromide). The product is C(C)[Si@@H]1CC[C@H](CC1)C1=CC=C(C=C1)C1=CC(=C(C=C1)F)F (trans-4-(4-ethyl-4-silacyclohexyl)-3', 4'-difluorobiphenyl). As a reaction SMILES: C([Si:3]1([C:16]2[CH:21]=CC=CC=2)[CH2:8][CH2:7][CH:6]([CH:9]2[CH2:14][CH2:13][C:12](=O)[CH2:11][CH2:10]2)[CH2:5][CH2:4]1)C.[F:22][C:23]1[CH:24]=[C:25]([Mg]Br)[CH:26]=[CH:27][C:28]=1[F:29]>>[CH2:16]([Si@H:3]1[CH2:4][CH2:5][C@H:6]([C:9]2[CH:10]=[CH:11][C:12]([C:26]3[CH:25]=[CH:24][C:23]([F:22])=[C:28]([F:29])[CH:27]=3)=[CH:13][CH:14]=2)[CH2:7][CH2:8]1)[CH3:21]. Reported procedure: The general procedure of Example 12 was repeated using 30.2 g of 4-(4-ethyl-4-phenyl-4-silacyclohexyl)cyclohexanone and 3,4-difluorophenylmagnesium bromide, thereby obtaining the captioned compound. Reactants: O=C1CCC(=O)N1Br, O=C(OOC(=O)c1ccccc1)c1ccccc1, COc1ccc(C)c(Cl)c1, ClC(Cl)(Cl)Cl. Yields the product COc1ccc(CBr)c(Cl)c1. As a reaction SMILES: [Br:11][N:12]1[C:13](=[O:14])[CH2:15][CH2:16][C:17]1=[O:18].[C:19]([O:20][O:21][C:22](=[O:23])[c:24]1[cH:25][cH:26][cH:27][cH:28][cH:29]1)(=[O:30])[c:31]1[cH:32][cH:33][cH:34][cH:35][cH:36]1.[Cl:1][c:2]1[c:3]([CH3:10])[cH:4][cH:5][c:6]([O:8][CH3:9])[cH:7]1.[Cl:37][C:38]([Cl:39])([Cl:40])[Cl:41]>>[Cl:1][c:2]1[c:3]([CH2:10][Br:11])[cH:4][cH:5][c:6]([O:8][CH3:9])[cH:7]1.